Dataset: the Open Reaction Database (ORD), a public repository of structured organic reaction records. Task: describe an organic reaction: reactants, conditions, products, and yield Starting materials: BrC=1C=C(C=CC1)C1OCCO1 (2-(3-Bromophenyl)-1,3-dioxolane), CSSC (dimethyl disulfide). The product is CSC=1C=C(C=O)C=CC1 (3-(methylsulfanyl)benzaldehyde). As a reaction SMILES: Br[C:2]1[CH:3]=[C:4]([CH:8]2[O:12]CCO2)[CH:5]=[CH:6][CH:7]=1.[CH3:13][S:14]SC>>[CH3:13][S:14][C:2]1[CH:3]=[C:4]([CH:5]=[CH:6][CH:7]=1)[CH:8]=[O:12]. Reported procedure: 2-(3-Bromophenyl)-1,3-dioxolane and dimethyl disulfide were processed as described in Example 71A to provide the title compound. Reactants: CC(=O)OC(C)=O, COc1ccc2c(c1)c(CCO)c(C)n2-c1ncnc2cc(Cl)ccc12, c1ccccc1. The product is COc1ccc2c(c1)c(CCOC(C)=O)c(C)n2-c1ncnc2cc(Cl)ccc12. RXN SMILES: [CH3:27][C:28](=[O:29])[O:30][C:31](=[O:32])[CH3:33].[Cl:1][c:2]1[cH:3][cH:4][c:5]2[c:6](-[n:12]3[c:13]([CH3:26])[c:14]([CH2:23][CH2:24][OH:25])[c:15]4[cH:16][c:17]([O:21][CH3:22])[cH:18][cH:19][c:20]34)[n:7][cH:8][n:9][c:10]2[cH:11]1.[cH:34]1[cH:35][cH:36][cH:37][cH:38][cH:39]1>>[Cl:1][c:2]1[cH:3][cH:4][c:5]2[c:6](-[n:12]3[c:13]([CH3:26])[c:14]([CH2:23][CH2:24][O:25][C:28]([CH3:27])=[O:29])[c:15]4[cH:16][c:17]([O:21][CH3:22])[cH:18][cH:19][c:20]34)[n:7][cH:8][n:9][c:10]2[cH:11]1. Reactants: O=C([O-])[O-], CCCc1cc(-c2cc(=O)oc3cc(OC)ccc23)ccc1Oc1cccc(C2(C)OC(=O)NC2=O)c1, [Cs+], [Cs+], CN(C)C=O, O. The product is COc1ccc2c(-c3ccc(Oc4cccc(C5(C)OC(=O)NC5=O)c4)c(C=O)c3)cc(=O)oc2c1. RXN SMILES: [C:38]([O-:39])(=[O:40])[O-:41].[CH3:1][O:2][c:3]1[cH:4][cH:5][c:6]2[c:7](-[c:14]3[cH:15][c:16]([CH2:35][CH2:36][CH3:37])[c:17]([O:18][c:19]4[cH:20][c:21]([C:25]5([CH3:32])[C:26](=[O:31])[NH:27][C:28](=[O:30])[O:29]5)[cH:22][cH:23][cH:24]4)[cH:33][cH:34]3)[cH:8][c:9](=[O:13])[o:10][c:11]2[cH:12]1.[Cs+:42].[Cs+:43].[O:45]=[CH:46][N:47]([CH3:48])[CH3:49].[OH2:44]>>[CH3:1][O:2][c:3]1[cH:4][cH:5][c:6]2[c:7](-[c:14]3[cH:15][c:16]([CH:35]=[O:39])[c:17]([O:18][c:19]4[cH:20][c:21]([C:25]5([CH3:32])[C:26](=[O:31])[NH:27][C:28](=[O:30])[O:29]5)[cH:22][cH:23][cH:24]4)[cH:33][cH:34]3)[cH:8][c:9](=[O:13])[o:10][c:11]2[cH:12]1. Starting materials: COC(CCO[C@@H]1CC[C@H](CC1)N(S(=O)(=O)C1=CC=C(C=C1)C(F)(F)F)C)=O (trans-3-{4-[Methyl-(4-trifluoromethyl-benzenesulfonyl)-amino]-cyclohexyloxy}-propionic acid methyl ester), [Li+].[OH-] (LiOH), OS(=O)(=O)[O-].[K+] (KHSO4). Run in C1CCOC1 (THF). The product is CN([C@@H]1CC[C@H](CC1)OCCC(=O)O)S(=O)(=O)C1=CC=C(C=C1)C(F)(F)F (trans-3-{4-[Methyl-(4-trifluoromethyl-benzenesulfonyl)-amino]-cyclohexyloxy}-propionic acid). The yield is 99.5%. Reaction SMILES: C[O:2][C:3](=[O:28])[CH2:4][CH2:5][O:6][C@H:7]1[CH2:12][CH2:11][C@H:10]([N:13]([CH3:27])[S:14]([C:17]2[CH:22]=[CH:21][C:20]([C:23]([F:26])([F:25])[F:24])=[CH:19][CH:18]=2)(=[O:16])=[O:15])[CH2:9][CH2:8]1.[Li+].[OH-].OS([O-])(=O)=O.[K+]>C1COCC1>[CH3:27][N:13]([S:14]([C:17]1[CH:18]=[CH:19][C:20]([C:23]([F:25])([F:26])[F:24])=[CH:21][CH:22]=1)(=[O:16])=[O:15])[C@H:10]1[CH2:11][CH2:12][C@H:7]([O:6][CH2:5][CH2:4][C:3]([OH:28])=[O:2])[CH2:8][CH2:9]1 |f:1.2,3.4|. Procedure details: 1.14 g (2.7 mmol) trans-3-{4-[Methyl-(4-trifluoromethyl-benzenesulfonyl)-amino]-cyclohexyloxy}-propionic acid methyl ester in 27 ml THF were treated with 27 ml 1M LiOH for 1 h at RT. The was acidified by adding 1M KHSO4, and the mixture was extracted with EtOAc. The organic phase was washed with brine, dried over Na2SO4 and evaporated to give 1.1 g (quant.) trans-3-{4-[Methyl-(4-trifluoromethyl-benzenesulfonyl)-amino]-cyclohexyloxy}-propionic acid as colorless oil, MS: 408 (M−H)−. Starting materials: O=C(O)CC1CCc2cc(C(=O)c3ccccc3)c(O)cc21, CO, [Na+], [OH-]. Reaction SMILES: [C:3]([c:4]1[cH:5][cH:6][cH:7][cH:8][cH:9]1)(=[O:10])[c:11]1[cH:12][c:13]2[c:17]([cH:18][c:19]1[OH:20])[CH:16]([CH2:21][C:22](=[O:23])[OH:24])[CH2:15][CH2:14]2.[CH3:25][OH:26].[Na+:2].[OH-:1]>>[C:3]([c:4]1[cH:5][cH:6][cH:7][cH:8][cH:9]1)(=[O:10])[c:11]1[cH:12][c:13]2[c:17]([cH:18][c:19]1[OH:20])[CH:16]([CH2:21][C:22]([O:23][CH3:25])=[O:24])[CH2:15][CH2:14]2. Product: COC(=O)CC1CCc2cc(C(=O)c3ccccc3)c(O)cc21. The reactants are B(F)(F)F.CCOCC (boron trifluoride etherate), Cl (hydrochloric acid), FC1=C(C=CC=C1)F (1,2-difluorobenzene), C(CCC)[Li] (n-butyllithium), O1CC1CCCCCC (1,2-Epoxyoctane). Solvent: C1CCOC1 (THF). Run at temperature -70 celsius, time 2 hour. The product is FC1=C(C=CC=C1F)CC(CCCCCC)O (1-(2,3-difluorophenyl)-octan-2-ol). Yield: 75.2%. As a reaction SMILES: [F:1][C:2]1[CH:7]=[CH:6][CH:5]=[CH:4][C:3]=1[F:8].C([Li])CCC.[O:14]1[CH:16]([CH2:17][CH2:18][CH2:19][CH2:20][CH2:21][CH3:22])[CH2:15]1.B(F)(F)F.CCOCC.Cl>C1COCC1>[F:1][C:2]1[C:3]([F:8])=[CH:4][CH:5]=[CH:6][C:7]=1[CH2:15][CH:16]([OH:14])[CH2:17][CH2:18][CH2:19][CH2:20][CH2:21][CH3:22] |f:3.4|. Reported procedure: To a stirred solution of 1,2-difluorobenzene 1 (20.0 g, 0.175 mol) in dry THF (300 ml) was added dropwise a solution of 2.5 M n-butyllithium (68 ml, 0.17 mol) at −70° C. under dry nitrogen. The addition rate was such that the temperature did not rise above −60° C. After the addition was completed the reaction was stirred at −70° C. for 2 h. 1,2-Epoxyoctane (21.6 g, 0.169 mol) was added slowly followed by the dropwise addition of boron trifluoride etherate (21 ml, 0.17 mol). The mixture was allow... Reactants: resultant mixture, [OH-].[K+] (potassium hydroxide), C(C)(=O)[O-].[Na+] (sodium acetate), CC(C(=O)OCC)C(=O)C (ethyl 2-methylacetoacetate), ClC=1C=C(N)C=C(C1)F (3-chloro-5-fluoroaniline), Cl (hydrochloric acid), N(=O)[O-].[Na+] (sodium nitrite). The solvent is O (H2O), C(C)O (ethyl alcohol), O (H2O). Conditions: temperature 0 celsius, time 30 minute. The product is ClC=1C=C(C=C(C1)F)NNC(C(=O)OCC)C (ethyl 2-(3-chloro-5-fluorophenylhydrazino)propionate). The yield is 27.9%. As a reaction SMILES: [Cl:1][C:2]1[CH:3]=[C:4]([CH:6]=[C:7]([F:9])[CH:8]=1)[NH2:5].Cl.[N:11]([O-])=O.[Na+].[OH-].[K+].C([O-])(=O)C.[Na+].[CH3:22][CH:23](C(C)=O)[C:24]([O:26][CH2:27][CH3:28])=[O:25]>O.C(O)C>[Cl:1][C:2]1[CH:3]=[C:4]([NH:5][NH:11][CH:23]([CH3:22])[C:24]([O:26][CH2:27][CH3:28])=[O:25])[CH:6]=[C:7]([F:9])[CH:8]=1 |f:2.3,4.5,6.7|. Reported procedure: To a suspension of 3-chloro-5-fluoroaniline (8.0 g) in a 6 N aqueous hydrochloric acid solution (28 ml) was added a solution of sodium nitrite (4.17 g) in H2O (5.2 ml) at 0° C., and the mixture was stirred at 0° C. for 30 minutes. The resultant mixture was added to a solution of potassium hydroxide (17.0 g), sodium acetate (17.0 g) and ethyl 2-methylacetoacetate (8.72 g) in H2O (80 ml) and ethyl alcohol (64 ml) at 0° C., and the mixture was stirred at the same temperature for 2 hours. The reacti... Reactants: FC1=C(C=CC=C1)C(C(=O)O)OC ((RS)-(2-Fluoro-phenyl)-methoxy-acetic acid), NCC1=CC=C(C#N)C=C1 (4-aminomethyl benzonitrile). The product is C(#N)C1=CC=C(CNC(C(OC)C2=C(C=CC=C2)F)=O)C=C1 ((RS)-N-(4-cyano-benzyl)-2-(2-fluoro-phenyl)-2-methoxy-acetamide). RXN SMILES: [F:1][C:2]1[CH:7]=[CH:6][CH:5]=[CH:4][C:3]=1[CH:8]([O:12][CH3:13])[C:9]([OH:11])=O.[NH2:14][CH2:15][C:16]1[CH:23]=[CH:22][C:19]([C:20]#[N:21])=[CH:18][CH:17]=1>>[C:15]([C:16]1[CH:23]=[CH:22][C:19]([CH2:20][NH:21][C:9](=[O:11])[CH:8]([C:3]2[CH:4]=[CH:5][CH:6]=[CH:7][C:2]=2[F:1])[O:12][CH3:13])=[CH:18][CH:17]=1)#[N:14]. Reported procedure: (RS)-(2-Fluoro-phenyl)-methoxy-acetic acid was coupled with 4-aminomethyl benzonitrile according to general procedure B to give (RS)-N-(4-cyano-benzyl)-2-(2-fluoro-phenyl)-2-methoxy-acetamide. Colorless oil. MS 299.2 ([M+H]+) Reactants: C(=O)(O)C=1C(=C(C(=CC1I)I)NC(CN1CCNCCNCCNCC1)=O)I (N-(3-carboxy-2,4,6-triiodophenyl)-1,4,7,10-tetraazacyclododecane-1-acetamide), BrCC(=O)O (bromoacetic acid), compound, Cl (HCl). The solvent is [OH-].[Na+] (NaOH), [OH-].[Na+] (NaOH), [OH-].[Na+] (NaOH), O (H2O). The product is C(=O)(O)C=1C(=C(C(=CC1I)I)NC(CN1CCN(CCN(CCN(CC1)CC(=O)O)CC(=O)O)CC(=O)O)=O)I (10-[2-[(3-carboxy-2,4,6-triiodophenyl)amino]-2-oxoethyl]-1,4,7,10-tetraazacyclododecane-1,4,7-triacetic acid). Yield: 70.7%. Reaction SMILES: Br[CH2:2][C:3]([OH:5])=[O:4].[C:6]([C:9]1[C:10]([I:33])=[C:11]([NH:17][C:18](=[O:32])[CH2:19][N:20]2[CH2:31][CH2:30][NH:29][CH2:28][CH2:27][NH:26][CH2:25][CH2:24][NH:23][CH2:22][CH2:21]2)[C:12]([I:16])=[CH:13][C:14]=1[I:15])([OH:8])=[O:7].Cl>O.[OH-].[Na+]>[C:6]([C:9]1[C:10]([I:33])=[C:11]([NH:17][C:18](=[O:32])[CH2:19][N:20]2[CH2:31][CH2:30][N:29]([CH2:2][C:3]([OH:5])=[O:4])[CH2:28][CH2:27][N:26]([CH2:2][C:3]([OH:5])=[O:4])[CH2:25][CH2:24][N:23]([CH2:2][C:3]([OH:5])=[O:4])[CH2:22][CH2:21]2)[C:12]([I:16])=[CH:13][C:14]=1[I:15])([OH:8])=[O:7] |f:4.5|. Procedure details: 18.9 g of bromoacetic acid (product available on the market) (0.136 mol) are dissolved in 20 ml of H2O, and by keeping the temperature below 10° C., the solution pH is adjusted to 5 with 68 ml of 2N NaOH (0.136 mol). After adding a solution of 30 g of compound. (B) N-(3-carboxy-2,4,6-triiodophenyl)-1,4,7,10-tetraazacyclododecane-1-acetamide (0.041 mol) in 20.5 ml of 2N NaOH, the reaction mixture is heated at 50° C. for 15 h keeping the pH at 10 with 6.15 ml of 2N NaOH (0.123 mol). A solid precip...